This data is from the Open Reaction Database (ORD), a public repository of structured organic reaction records. The task is: describe an organic reaction: reactants, conditions, products, and yield Reactants: O1C=NC=C1 (oxazole), BrCC(C(=O)OCC)=O (ethyl bromopyruvate), NC(=S)N (thiourea), BrBr (bromine), C([O-])([O-])=O.[Na+].[Na+] (sodium carbonate). Run in Br (hydrobromic acid). Reaction conditions: temperature 60 celsius. The product is NC=1SC(=C(N1)C(=O)OCC)Br (ethyl 2-amino-5-bromothiazole-4-carboxylate). As a reaction SMILES: [Br:1][CH2:2][C:3](=O)[C:4]([O:6][CH2:7][CH3:8])=[O:5].[NH2:10][C:11]([NH2:13])=[S:12].O1C=CN=C1.BrBr.C(=O)([O-])[O-].[Na+].[Na+]>Br>[NH2:13][C:11]1[S:12][C:2]([Br:1])=[C:3]([C:4]([O:6][CH2:7][CH3:8])=[O:5])[N:10]=1 |f:4.5.6|. Procedure details: Ethyl 2-aminothiazoles-4-carboxylate (5.0 g) (prepared from ethyl bromopyruvate and thiourea by the procedure described in J. Med. Chem., 1971, 14, 1075 for the corresponding oxazole) in concentrated hydrobromic acid (9 cm3) was stirred at ambient temperature and treated dropwise with bromine (3.2 g), then heated to 60° C. for 2 hours, neutralised with sodium carbonate and the product extracted into ethyl acetate. The organic phase was dried (MgSO4) and evaporated under reduced pressure to give ...